The task is: describe an organic reaction: reactants, conditions, products, and yield. This data is from the Open Reaction Database (ORD), a public repository of structured organic reaction records. The reactants are BrC1=C(C(=CN1S(=O)(=O)C1=CC=C(C=C1)F)C(=O)OC)C (methyl 5-bromo-1-[(4-fluorophenyl)sulfonyl]-4-methyl-1H-pyrrole-3-carboxylate), C1(=CC=CC=C1)B(O)O (phenylboronic acid), C([O-])([O-])=O.[Na+].[Na+] (sodium carbonate), O (water). Reagents/catalysts: C=1C=CC(=CC1)[P](C=2C=CC=CC2)(C=3C=CC=CC3)[Pd]([P](C=4C=CC=CC4)(C=5C=CC=CC5)C=6C=CC=CC6)([P](C=7C=CC=CC7)(C=8C=CC=CC8)C=9C=CC=CC9)[P](C=1C=CC=CC1)(C=1C=CC=CC1)C=1C=CC=CC1 (tetrakis(triphenylphosphine)palladium). The solvent is COCCOC (1,2-dimethoxyethane). Reaction conditions: temperature 70 celsius, time 12 hour. Yields the product FC1=CC=C(C=C1)S(=O)(=O)N1C=C(C(=C1C1=CC=CC=C1)C)C(=O)OC (Methyl 1-[(4-fluorophenyl)sulfonyl]-4-methyl-5-phenyl-1H-pyrrole-3-carboxylate). Isolated yield 84.0%. Reaction SMILES: Br[C:2]1[N:6]([S:7]([C:10]2[CH:15]=[CH:14][C:13]([F:16])=[CH:12][CH:11]=2)(=[O:9])=[O:8])[CH:5]=[C:4]([C:17]([O:19][CH3:20])=[O:18])[C:3]=1[CH3:21].[C:22]1(B(O)O)[CH:27]=[CH:26][CH:25]=[CH:24][CH:23]=1.C(=O)([O-])[O-].[Na+].[Na+].O>COCCOC.C1C=CC([P]([Pd]([P](C2C=CC=CC=2)(C2C=CC=CC=2)C2C=CC=CC=2)([P](C2C=CC=CC=2)(C2C=CC=CC=2)C2C=CC=CC=2)[P](C2C=CC=CC=2)(C2C=CC=CC=2)C2C=CC=CC=2)(C2C=CC=CC=2)C2C=CC=CC=2)=CC=1>[F:16][C:13]1[CH:14]=[CH:15][C:10]([S:7]([N:6]2[C:2]([C:22]3[CH:27]=[CH:26][CH:25]=[CH:24][CH:23]=3)=[C:3]([CH3:21])[C:4]([C:17]([O:19][CH3:20])=[O:18])=[CH:5]2)(=[O:9])=[O:8])=[CH:11][CH:12]=1 |f:2.3.4,^1:47,49,68,87|. Procedure details: Under an argon atmosphere, a suspension of methyl 5-bromo-1-[(4-fluorophenyl)sulfonyl]-4-methyl-1H-pyrrole-3-carboxylate (2.10 g), phenylboronic acid (1.42 g), tetrakis(triphenylphosphine)palladium (0.65 g), sodium carbonate (1.77 g) in 1,2-dimethoxyethane (11 mL)-water (11 mL) was stirred at 70° C. for 12 hr. After cooling, the reaction mixture was filtered through celite, and celite was washed with ethyl acetate. The organic layer was separated from the filtrate, washed with water and saturate... The reactants are COC=1C=C(C#N)C=CC1OCCCC (3-methoxy-4-n-butoxybenzonitrile), [N+](=O)(O)[O-] (nitric acid), ice water. Run at temperature 30 celsius. Yields the product [N+](=O)([O-])C1=C(C#N)C=C(C(=C1)OCCCC)OC (2-nitro-4-n-butoxy-5-methoxybenzonitrile). As a reaction SMILES: [CH3:1][O:2][C:3]1[CH:4]=[C:5]([CH:8]=[CH:9][C:10]=1[O:11][CH2:12][CH2:13][CH2:14][CH3:15])[C:6]#[N:7].[N+:16]([O-])([OH:18])=[O:17]>>[N+:16]([C:8]1[CH:9]=[C:10]([O:11][CH2:12][CH2:13][CH2:14][CH3:15])[C:3]([O:2][CH3:1])=[CH:4][C:5]=1[C:6]#[N:7])([O-:18])=[O:17]. Procedure: 3-methoxy-4-n-butoxybenzonitrile (1.282 g, 6 mmol) and nitric acid (6 mL) were added into a round bottom flask, heated to 30° C. to react for 2 h, poured into ice-water; after complete stirring, the solution was filtered, washed with water and air-dried to yield 1.495 g of light yellow solid product with a recovery rate of 96%. Reactants: CN(C)C=O, O=[N+]([O-])c1cc(C(F)(F)F)ccc1Cl, [H-], [Na+], Sc1nc(-c2ccccc2)c(-c2ccccc2)[nH]1. Product: O=[N+]([O-])c1cc(C(F)(F)F)ccc1Sc1nc(-c2ccccc2)c(-c2ccccc2)[nH]1. As a reaction SMILES: [CH3:35][N:36]([CH3:37])[CH:38]=[O:39].[Cl:1][c:2]1[c:3]([N+:12](=[O:13])[O-:14])[cH:4][c:5]([C:8]([F:9])([F:10])[F:11])[cH:6][cH:7]1.[H-:33].[Na+:34].[c:15]1(-[c:21]2[n:22][c:23]([SH:32])[nH:24][c:25]2-[c:26]2[cH:27][cH:28][cH:29][cH:30][cH:31]2)[cH:16][cH:17][cH:18][cH:19][cH:20]1>>[c:2]1([S:32][c:23]2[n:22][c:21](-[c:15]3[cH:16][cH:17][cH:18][cH:19][cH:20]3)[c:25](-[c:26]3[cH:27][cH:28][cH:29][cH:30][cH:31]3)[nH:24]2)[c:3]([N+:12](=[O:13])[O-:14])[cH:4][c:5]([C:8]([F:9])([F:10])[F:11])[cH:6][cH:7]1. The reactants are IC1=CC=2C(=NC=CC2O1)N (2-iodo-furo[3,2-c]pyridin-4-ylamine), C1(=CC=CC=C1)P(C1=CC=CC=C1)C1=CC=CC=C1 (triphenylphosphine), NC1=NC=CC2=CC=C(C=C12)C#N (1-amino-isoquinoline-7-carbonitrile). The reagents and catalysts are [C-]#N.[Zn+2].[C-]#N (zinc cyanide), C(C)(=O)[O-].[Pd+2].C(C)(=O)[O-] (palladium acetate). Solvent: CN1C(CCC1)=O (N-methyl-pyrrolidone). The product is NC1=NC=CC2=C1C=C(O2)C#N (4-Amino-furo[3,2-c]pyridine-2-carbonitrile). Reaction SMILES: I[C:2]1[O:10][C:9]2[CH:8]=[CH:7][N:6]=[C:5]([NH2:11])[C:4]=2[CH:3]=1.C1(P(C2C=CC=CC=2)C2C=CC=CC=2)C=CC=CC=1.[NH2:31][C:32]1C2C(=CC=C(C#N)C=2)C=CN=1>CN1CCCC1=O.[C-]#N.[Zn+2].[C-]#N.C([O-])(=O)C.[Pd+2].C([O-])(=O)C>[NH2:11][C:5]1[C:4]2[CH:3]=[C:2]([C:32]#[N:31])[O:10][C:9]=2[CH:8]=[CH:7][N:6]=1 |f:4.5.6,7.8.9|. Procedure: This compound was prepared from 2-iodo-furo[3,2-c]pyridin-4-ylamine (5.2 g), zinc cyanide (3.6 g), triphenylphosphine (2.1 g) and palladium acetate (1.8 g) in 75 mL of N-methyl-pyrrolidone using the procedure described for 1-amino-isoquinoline-7-carbonitrile. Yield: 2.0 g (64%); yellow solid; m.p. 280° C. (decomp.). Starting materials: Cc1nc2ccc(Br)cc2c(-c2ccc(Cl)cc2)c1S(C)(=O)=O, O=C([O-])[O-], CC(C)(C)O, C1COCCN1, CCCCCCC, ClC(Cl)Cl, CC(C)c1cc(C(C)C)c(-c2ccccc2P(C2CCCCC2)C2CCCCC2)c(C(C)C)c1, [Cs+], [Cs+], O=C(C=Cc1ccccc1)C=Cc1ccccc1, O=C(C=Cc1ccccc1)C=Cc1ccccc1, O=C(C=Cc1ccccc1)C=Cc1ccccc1, [Pd], [Pd]. Product: Cc1nc2ccc(N3CCOCC3)cc2c(-c2ccc(Cl)cc2)c1S(C)(=O)=O. RXN SMILES: [Br:41][c:42]1[cH:43][c:44]2[c:45](-[c:57]3[cH:58][cH:59][c:60]([Cl:63])[cH:61][cH:62]3)[c:46]([S:53](=[O:54])(=[O:55])[CH3:56])[c:47]([CH3:52])[n:48][c:49]2[cH:50][cH:51]1.[C:35](=[O:36])([O-:37])[O-:38].[C:70]([OH:71])([CH3:72])([CH3:73])[CH3:74].[CH2:64]1[CH2:65][O:66][CH2:67][CH2:68][NH:69]1.[CH3:75][CH2:76][CH2:77][CH2:78][CH2:79][CH2:80][CH3:81].[CH:138]([Cl:139])([Cl:140])[Cl:141].[CH:1]1([P:2]([CH:3]2[CH2:4][CH2:5][CH2:6][CH2:7][CH2:8]2)[c:9]2[cH:10][cH:11][cH:12][cH:13][c:14]2-[c:15]2[c:16]([CH:17]([CH3:18])[CH3:19])[cH:20][c:21]([CH:22]([CH3:23])[CH3:24])[cH:25][c:26]2[CH:27]([CH3:28])[CH3:29])[CH2:30][CH2:31][CH2:32][CH2:33][CH2:34]1.[Cs+:39].[Cs+:40].[O:102]=[C:103]([CH:104]=[CH:105][c:106]1[cH:107][cH:108][cH:109][cH:110][cH:111]1)[CH:112]=[CH:113][c:114]1[cH:115][cH:116][cH:117][cH:118][cH:119]1.[O:120]=[C:121]([CH:122]=[CH:123][c:124]1[cH:125][cH:126][cH:127][cH:128][cH:129]1)[CH:130]=[CH:131][c:132]1[cH:133][cH:134][cH:135][cH:136][cH:137]1.[O:84]=[C:85]([CH:86]=[CH:87][c:88]1[cH:89][cH:90][cH:91][cH:92][cH:93]1)[CH:94]=[CH:95][c:96]1[cH:97][cH:98][cH:99][cH:100][cH:101]1.[Pd:82].[Pd:83]>>[c:42]1([N:69]2[CH2:64][CH2:65][O:66][CH2:67][CH2:68]2)[cH:43][c:44]2[c:45](-[c:57]3[cH:58][cH:59][c:60]([Cl:63])[cH:61][cH:62]3)[c:46]([S:53](=[O:54])(=[O:55])[CH3:56])[c:47]([CH3:52])[n:48][c:49]2[cH:50][cH:51]1. Starting materials: CC1=NC(CO)(CCc2ccc(OCc3ccccc3)cc2)CO1, CO. Product: CC1=NC(CO)(CCc2ccc(O)cc2)CO1. Reaction SMILES: [CH2:1]([c:2]1[cH:3][cH:4][cH:5][cH:6][cH:7]1)[O:8][c:9]1[cH:10][cH:11][c:12]([CH2:15][CH2:16][C:17]2([CH2:23][OH:24])[N:18]=[C:19]([CH3:22])[O:20][CH2:21]2)[cH:13][cH:14]1.[CH3:25][OH:26]>>[OH:8][c:9]1[cH:10][cH:11][c:12]([CH2:15][CH2:16][C:17]2([CH2:23][OH:24])[N:18]=[C:19]([CH3:22])[O:20][CH2:21]2)[cH:13][cH:14]1.